From a dataset of the Open Reaction Database (ORD), a public repository of structured organic reaction records. describe an organic reaction: reactants, conditions, products, and yield The reactants are FC=1C=C(C=C(C1)F)C(C(C(=O)C1=CC(=CC=C1)C(CO)O)=C1NC2=C(N1)C=CC=C2)=O (1-(3,5-difluorophenyl)-2-(1,3-dihydro-2H-benzimidazol-2-ylidene)-3-[3-(1,2-dihydroxyethyl)phenyl]propane-1,3-dione). Run in CCCCCC.C(C)O (hexane ethanol). Product: FC=1C=C(C=C(C1)F)C(C(C(=O)C1=CC(=CC=C1)[C@@H](CO)O)=C1NC2=C(N1)C=CC=C2)=O (1-(3,5-Difluorophenyl)-2-(1,3-dihydro-2H-benzimidazol-2-ylidene)-3-{3-[(1S)-1,2-dihydroxyethyl]phenyl}propane-1,3-dione). Reaction SMILES: [F:1][C:2]1[CH:3]=[C:4]([C:9](=[O:32])[C:10](=[C:23]2[NH:27][C:26]3[CH:28]=[CH:29][CH:30]=[CH:31][C:25]=3[NH:24]2)[C:11]([C:13]2[CH:18]=[CH:17][CH:16]=[C:15]([CH:19]([OH:22])[CH2:20][OH:21])[CH:14]=2)=[O:12])[CH:5]=[C:6]([F:8])[CH:7]=1>CCCCCC.C(O)C>[F:1][C:2]1[CH:3]=[C:4]([C:9](=[O:32])[C:10](=[C:23]2[NH:24][C:25]3[CH:31]=[CH:30][CH:29]=[CH:28][C:26]=3[NH:27]2)[C:11]([C:13]2[CH:18]=[CH:17][CH:16]=[C:15]([C@H:19]([OH:22])[CH2:20][OH:21])[CH:14]=2)=[O:12])[CH:5]=[C:6]([F:8])[CH:7]=1 |f:1.2|. Reported procedure: Resolution of 1-(3,5-difluorophenyl)-2-(1,3-dihydro-2H-benzimidazol-2-ylidene)-3-[3-(1,2-dihydroxyethyl)phenyl]propane-1,3-dione was carried out in the usual way using a chiral column: CHIRALCEL OD-H (trade name, Daicel Chemical Industries) and an eluent: hexane/ethanol 3:1. 1-(3,5-Difluorophenyl)-2-(1,3-dihydro-2H-benzimidazol-2-ylidene)-3-{3-[(1S)-1,2-dihydroxyethyl]phenyl}propane-1,3-dione (Example 13-1) was obtained as the isomer having shorter retention time. The reactants are C(C)(C)(C)OC(=O)N(S(=O)(=O)C)C1=C(C=C(C(=O)NCC(=O)O[C@@H](CC2=C(C=[N+](C=C2Cl)[O-])Cl)C2=CC(=C(C=C2)OC(F)F)OCC2CC2)C=C1)OCC1CC1 ((S)-4-(2-(2-(4-(N-(tert-butoxycarbonyl)methylsulfonamido)-3-(cyclopropylmethoxy)benzamido)acetoxy)-2-(3-(cyclopropylmethoxy)-4-(difluoromethoxy)phenyl)ethyl)-3,5-dichloropyridine 1-oxide). Solvent: Cl (HCl), CCOC(=O)C (EtOAc). Conditions: temperature 0 celsius, time 8 hour. Product: ClC=1C=[N+](C=C(C1C[C@H](OC(CNC(C1=CC(=C(C=C1)NS(=O)(=O)C)OCC1CC1)=O)=O)C1=CC(=C(C=C1)OC(F)F)OCC1CC1)Cl)[O-] ((S)-3,5-dichloro-4-(2-(3-(cyclopropylmethoxy)-4-(difluoromethoxy)phenyl)-2-(2-(3-(cyclopropylmethoxy)-4-(methylsulfonamido)-benzamido)acetoxy)ethyl)pyridine 1-oxide). Isolated yield 8.1%. Reaction SMILES: C(OC([N:8]([C:13]1[CH:51]=[CH:50][C:16]([C:17]([NH:19][CH2:20][C:21]([O:23][C@H:24]([C:35]2[CH:40]=[CH:39][C:38]([O:41][CH:42]([F:44])[F:43])=[C:37]([O:45][CH2:46][CH:47]3[CH2:49][CH2:48]3)[CH:36]=2)[CH2:25][C:26]2[C:31]([Cl:32])=[CH:30][N+:29]([O-:33])=[CH:28][C:27]=2[Cl:34])=[O:22])=[O:18])=[CH:15][C:14]=1[O:52][CH2:53][CH:54]1[CH2:56][CH2:55]1)[S:9]([CH3:12])(=[O:11])=[O:10])=O)(C)(C)C>Cl.CCOC(C)=O>[Cl:34][C:27]1[CH:28]=[N+:29]([O-:33])[CH:30]=[C:31]([Cl:32])[C:26]=1[CH2:25][C@@H:24]([C:35]1[CH:40]=[CH:39][C:38]([O:41][CH:42]([F:43])[F:44])=[C:37]([O:45][CH2:46][CH:47]2[CH2:49][CH2:48]2)[CH:36]=1)[O:23][C:21](=[O:22])[CH2:20][NH:19][C:17](=[O:18])[C:16]1[CH:50]=[CH:51][C:13]([NH:8][S:9]([CH3:12])(=[O:11])=[O:10])=[C:14]([O:52][CH2:53][CH:54]2[CH2:55][CH2:56]2)[CH:15]=1. Reported procedure: (S)-4-(2-(2-(4-(N-(tert-butoxycarbonyl)methylsulfonamido)-3-(cyclopropylmethoxy)benzamido)acetoxy)-2-(3-(cyclopropylmethoxy)-4-(difluoromethoxy)phenyl)ethyl)-3,5-dichloropyridine 1-oxide (180 mg, 0.2 mmol) was dissolved in HCl 4M in EtOAc and stirred overnight at 0° C. The solvent was evaporated under vacuum, and the crude product was purified by Preparative reverse-phase HPLC to give 12 mg of the final product (Yield: 8%). The reactants are C(C)N1N=CC=2C1=NC1=CC=CC=C1C2Cl (1-ethyl-4-chloro-1H-pyrazolo[3,4-b]quinoline), CS(=O)C (DMSO), NC1CCC2=CC=CC=C12 (1-aminoindane), CS(=O)(=O)O (methanesulfonic acid). Run in CO (methanol), O (water). Conditions: temperature 110 celsius. Product: C(C)N1N=CC=2C1=NC1=CC=CC=C1C2NC2CCC1=CC=CC=C21 (1-ethyl-N-(1-indanyl)-1H-pyrazolo[3,4-b]quinolin-4-amine). The yield is 50.8%. As a reaction SMILES: [CH2:1]([N:3]1[C:7]2=[N:8][C:9]3[C:14]([C:15](Cl)=[C:6]2[CH:5]=[N:4]1)=[CH:13][CH:12]=[CH:11][CH:10]=3)[CH3:2].CS(C)=O.[NH2:21][CH:22]1[C:30]2[C:25](=[CH:26][CH:27]=[CH:28][CH:29]=2)[CH2:24][CH2:23]1.CS(O)(=O)=O>CO.O>[CH2:1]([N:3]1[C:7]2=[N:8][C:9]3[C:14]([C:15]([NH:21][CH:22]4[C:30]5[C:25](=[CH:26][CH:27]=[CH:28][CH:29]=5)[CH2:24][CH2:23]4)=[C:6]2[CH:5]=[N:4]1)=[CH:13][CH:12]=[CH:11][CH:10]=3)[CH3:2]. Reported procedure: A mixture of 1-ethyl-4-chloro-1H-pyrazolo[3,4-b]quinoline (1.0 g, 0.0043 mol), DMSO (3 mL) and 1-aminoindane (1 g) was heated at 110° C. for 16 hours. The reaction mixture was cooled and then was poured into water (100 mL). The solid which formed was collected by filtration and dried to afford the product as the free base. The free base was dissolved in methanol and then was treated with methanesulfonic acid. The methanol was evaporated and the residue was crystallized from hot methanol/2-propan... Starting materials: BrC=1C=C(C2=C(CC(O2)C2CCNCC2)C1)F (4-(5-Bromo-7-fluoro-2,3-dihydrobenzofuran-2-yl)piperidine), ClC1=NC=C(C=N1)CCC (2-chloro-5-propylpyrimidine), BrC=1C=C(C2=C(CC(O2)C2(CCN(CC2)C2=NC=C(C=N2)CCC)O)C1)F (4-(5-Bromo-7-fluoro-2,3-dihydrobenzofuran-2-yl)-1-(5-propylpyrimidin-2-yl)piperidin-4-ol). The product is BrC=1C=C(C2=C(CC(O2)C2CCN(CC2)C2=NC=C(C=N2)CCC)C1)F (2-(4-(5-Bromo-7-fluoro-2,3-dihydrobenzofuran-2-yl)piperidin-1-yl)-5-propylpyrimidine). As a reaction SMILES: BrC1C=C(F)C2OC(C3CCNCC3)CC=2C=1.ClC1N=CC(CCC)=CN=1.[Br:28][C:29]1[CH:30]=[C:31]([F:54])[C:32]2[O:36][CH:35]([C:37]3(O)[CH2:42][CH2:41][N:40]([C:43]4[N:48]=[CH:47][C:46]([CH2:49][CH2:50][CH3:51])=[CH:45][N:44]=4)[CH2:39][CH2:38]3)[CH2:34][C:33]=2[CH:53]=1>>[Br:28][C:29]1[CH:30]=[C:31]([F:54])[C:32]2[O:36][CH:35]([CH:37]3[CH2:38][CH2:39][N:40]([C:43]4[N:44]=[CH:45][C:46]([CH2:49][CH2:50][CH3:51])=[CH:47][N:48]=4)[CH2:41][CH2:42]3)[CH2:34][C:33]=2[CH:53]=1. Procedure details: Compound 3F was prepared from Compound 3E and 2-chloro-5-propylpyrimidine in a similar manner to the procedure described in Compound 1H, Example 1. LC/MS (m/z)=421 (M+H)+. Reactants: B(Cl)(Cl)Cl (boron trichloride), Cl.COC1=CC=C(C=C1)C1=C(C2=CC=C(C=C2C=C1)OC)C1=C(C=CC(=C1)OCCN1CCCC1)C (2-(4-Methoxyphenyl-6-methoxynaphthalen-1-yl][4-[2-(1-pyrolidinyl)ethoxy]phenyl]methane hydrochloride), CO (methanol). Solvent: ClCCCl (1.2-dichloroethane). Conditions: time 8 hour. Yields the product OC1=CC=C(C=C1)C1=C(C2=CC=C(C=C2C=C1)O)C1=C(C=CC(=C1)OCCN1CCCC1)C (2-(4-Hydroxyphenyl-6 -hydroxynaphthalen-1-yl][4-[2-(1-pyrrolidinyl)ethoxy]phenyl]methane). Yield: 29.8%. Reaction SMILES: Cl.C[O:3][C:4]1[CH:9]=[CH:8][C:7]([C:10]2[CH:19]=[CH:18][C:17]3[C:12](=[CH:13][CH:14]=[C:15]([O:20]C)[CH:16]=3)[C:11]=2[C:22]2[CH:27]=[C:26]([O:28][CH2:29][CH2:30][N:31]3[CH2:35][CH2:34][CH2:33][CH2:32]3)[CH:25]=[CH:24][C:23]=2[CH3:36])=[CH:6][CH:5]=1.B(Cl)(Cl)Cl.CO>ClCCCl>[OH:3][C:4]1[CH:9]=[CH:8][C:7]([C:10]2[CH:19]=[CH:18][C:17]3[C:12](=[CH:13][CH:14]=[C:15]([OH:20])[CH:16]=3)[C:11]=2[C:22]2[CH:27]=[C:26]([O:28][CH2:29][CH2:30][N:31]3[CH2:32][CH2:33][CH2:34][CH2:35]3)[CH:25]=[CH:24][C:23]=2[CH3:36])=[CH:6][CH:5]=1 |f:0.1|. Procedure: To a solution of the product of Example 18 (1.61 g, 2.60 mmol) in 1.2-dichloroethane (30 mL) stirring at 0° C. was added boron trichloride (10 ml, 117 mmol). The resulting dark purple solution was stirred overnight at ambient temperature in a sealed tube. After cooling the solution to 0° C., methanol (25 mL) was carefully added over a period of 30 minutes (caution, gas evolution). The solution was subsequently concentrated and the resulting material dissolved in 30% isopropanol/chloroform then w... Reactants: BrC1=CC(=C(C[C@H]2S(N=C(OC2(C)C)OC)(=O)=O)C=C1)F ((R)-5-(4-bromo-2-fluorobenzyl)-2-methoxy-6,6-dimethyl-5,6-dihydro-[1,4,3]oxathiazine 4,4-dioxide), C(=O)(OC(C)(C)C)N1CC(C1)I (1-BOC-3-iodoazetidine), ClC(Cl)(Cl)[SiH3] (trichloromethylsilane), BrC(C)Br (dibromoethane). The reagents and catalysts are [Cu]I (Copper(I) iodide), C1=CC=C(C=C1)P([C-]2C=CC=C2)C3=CC=CC=C3.C1=CC=C(C=C1)P([C-]2C=CC=C2)C3=CC=CC=C3.Cl[Pd]Cl.[Fe+2] (1,1′-bis(diphenylphosphino)ferrocenepalladium(II) chloride), [Zn] (Zinc). Solvent: CC(=O)N(C)C (DMA), CC(=O)N(C)C (DMA). Reaction conditions: temperature 65 celsius, time 30 minute. The product is C(C)(C)(C)OC(=O)N1CC(C1)C1=CC(=C(C=C1)C[C@H]1S(N=C(OC1(C)C)OC)(=O)=O)F (3-[3-Fluoro-4-((R)-2-methoxy-6,6-dimethyl-4,4-dioxo-5,6-dihydro-4H-4lambda6-[1,4,3]oxathiazin-5-ylmethyl)phenyl]azetidine-1-carboxylic acid tert-butyl ester). The yield is 30.3%. As a reaction SMILES: ClC([SiH3])(Cl)Cl.BrC(Br)C.[C:10]([N:17]1[CH2:20][CH:19](I)[CH2:18]1)([O:12][C:13]([CH3:16])([CH3:15])[CH3:14])=[O:11].Br[C:23]1[CH:41]=[CH:40][C:26]([CH2:27][C@@H:28]2[C:33]([CH3:35])([CH3:34])[O:32][C:31]([O:36][CH3:37])=[N:30][S:29]2(=[O:39])=[O:38])=[C:25]([F:42])[CH:24]=1>CC(N(C)C)=O.[Zn].[Cu]I.C1C=CC(P(C2C=CC=CC=2)[C-]2C=CC=C2)=CC=1.C1C=CC(P(C2C=CC=CC=2)[C-]2C=CC=C2)=CC=1.Cl[Pd]Cl.[Fe+2]>[C:13]([O:12][C:10]([N:17]1[CH2:20][CH:19]([C:23]2[CH:41]=[CH:40][C:26]([CH2:27][C@@H:28]3[C:33]([CH3:35])([CH3:34])[O:32][C:31]([O:36][CH3:37])=[N:30][S:29]3(=[O:39])=[O:38])=[C:25]([F:42])[CH:24]=2)[CH2:18]1)=[O:11])([CH3:16])([CH3:15])[CH3:14] |f:7.8.9.10|. Procedure: Zinc dust (252 mg) was suspended in DMA (0.5 ml) and heated to 65° C. Subsequently, trichloromethylsilane (27 mg) and dibromoethane (34 mg) were added and the mixture was stirred at 65° C. for 30 min. Then 1-BOC-3-iodoazetidine (465 mg) in 0.5 ml of DMA was added dropwise and the mixture was stirred for a further 30 min. (R)-5-(4-bromo-2-fluorobenzyl)-2-methoxy-6,6-dimethyl-5,6-dihydro-[1,4,3]oxathiazine 4,4-dioxide (250 mg) was dissolved in 1 ml and added dropwise to the warm solution, and the ... Starting materials: 10, ClC1=CC=C(C=C1)N1N=C(C=2CCC3=C(C12)C=CC=C3)C(=O)O (1-(4-chlorophenyl)-4,5-dihydro-1H-benz[g]indazole-3-carboxylic acid), C(C)N(CCCl)CC (2-diethylaminoethyl chloride). Solvent: CC(C)O (2-propanol). Yields the product ClC1=CC=C(C=C1)N1N=C(C=2CCC3=C(C12)C=CC=C3)C(=O)OCCN(CC)CC (2-diethylaminoethyl 1-(4-chlorophenyl)-4,5-dihydro-1H-benz[g]indazole-3-carboxylate). Reaction SMILES: [Cl:1][C:2]1[CH:7]=[CH:6][C:5]([N:8]2[C:16]3[C:15]4[CH:17]=[CH:18][CH:19]=[CH:20][C:14]=4[CH2:13][CH2:12][C:11]=3[C:10]([C:21]([OH:23])=[O:22])=[N:9]2)=[CH:4][CH:3]=1.[CH2:24]([N:26]([CH2:30][CH3:31])[CH2:27][CH2:28]Cl)[CH3:25]>CC(O)C>[Cl:1][C:2]1[CH:7]=[CH:6][C:5]([N:8]2[C:16]3[C:15]4[CH:17]=[CH:18][CH:19]=[CH:20][C:14]=4[CH2:13][CH2:12][C:11]=3[C:10]([C:21]([O:23][CH2:25][CH2:24][N:26]([CH2:30][CH3:31])[CH2:27][CH3:28])=[O:22])=[N:9]2)=[CH:4][CH:3]=1. Procedure: A mixture of 10 parts of 1-(4-chlorophenyl)-4,5-dihydro-1H-benz[g]indazole-3-carboxylic acid, 5parts of 2-diethylaminoethyl chloride and 160 parts of anhydrous 2-propanol is heated at reflux for 16 hours. The 2-propanol is then removed under reduced pressure and the resulting residue is partitioned in ether and dilute hydrochloric acid. The aqueous layer is separated and washed twice with ether. It is then made alkaline with cold aqueous sodium hydroxide solution and then extracted with ether. T... Starting materials: ketone, C(C)(C)(C)OC(NC1=C(C(=NC=C1)Cl)C=O)=O (tert-butyl(2-chloro-3-formylpyridin-4-yl)carbamate), C[O-].[Na+] (sodium methoxide). The product is N1=CC=CC2=CN=CC=C12 (1,6-naphthyridine). As a reaction SMILES: C(O[C:6](=O)[NH:7][C:8]1[CH:13]=[CH:12][N:11]=[C:10](Cl)[C:9]=1[CH:15]=O)(C)(C)C.[CH3:18][O-].[Na+]>>[N:7]1[C:8]2[C:9](=[CH:10][N:11]=[CH:12][CH:13]=2)[CH:15]=[CH:18][CH:6]=1 |f:1.2|. Procedure details: Reaction Scheme X illustrates an alternative preparation of the 1,6-naphthyridin-5(6H)-one compounds. In this Scheme, Weinreb amide VIII-2 is reacted with an aryl lithium reagent, generated from aryl bromide X-1, in which R is a protected or masked amino methyl derivative such as 1-(1-azido-1-methylethyl), to give ketone X-2. Condensation of this ketone with tert-butyl(2-chloro-3-formylpyridin-4-yl)carbamate in the presence of sodium methoxide, gives the 1,6-naphthyridine X-3. Deprotection or un... The reactants are BrB(Br)Br, ClCCl, COc1cc(F)cc(F)c1-n1c(=O)cc(C(F)(F)F)n(C)c1=O, [Na+], O, O=C([O-])O. The product is Cn1c(C(F)(F)F)cc(=O)n(-c2c(O)cc(F)cc2F)c1=O. RXN SMILES: [B:24]([Br:25])([Br:26])[Br:27].[Cl:34][CH2:35][Cl:36].[F:1][c:2]1[c:3](-[n:11]2[c:12](=[O:23])[n:13]([CH3:22])[c:14]([C:18]([F:19])([F:20])[F:21])[cH:15][c:16]2=[O:17])[c:4]([O:9][CH3:10])[cH:5][c:6]([F:8])[cH:7]1.[Na+:29].[OH2:28].[OH:30][C:31](=[O:32])[O-:33]>>[F:1][c:2]1[c:3](-[n:11]2[c:12](=[O:23])[n:13]([CH3:22])[c:14]([C:18]([F:19])([F:20])[F:21])[cH:15][c:16]2=[O:17])[c:4]([OH:9])[cH:5][c:6]([F:8])[cH:7]1. The reactants are CS(=O)(=O)OCCC=1OC2=C(C1)C=C(C=C2)C2=NC=C(C=C2)C(=O)N2CCOCC2 (2-{5-[5-(4-morpholinylcarbonyl)-2-pyridinyl]-1-benzofuran-2-yl}ethyl methanesulfonate), N1CCOCC1 (morpholine). Product: N1(CCOCC1)CCC=1OC2=C(C1)C=C(C=C2)C2=CC=C(C=N2)C(=O)N2CCOCC2 (4-[(6-{2-[2-(4-morpholinyl)ethyl]-1-benzofuran-5-yl}-3-pyridinyl)carbonyl]morpholine). Reaction SMILES: CS(O[CH2:6][CH2:7][C:8]1[O:9][C:10]2[CH:16]=[CH:15][C:14]([C:17]3[CH:22]=[CH:21][C:20]([C:23]([N:25]4[CH2:30][CH2:29][O:28][CH2:27][CH2:26]4)=[O:24])=[CH:19][N:18]=3)=[CH:13][C:11]=2[CH:12]=1)(=O)=O.[NH:31]1[CH2:36][CH2:35][O:34][CH2:33][CH2:32]1>>[N:31]1([CH2:6][CH2:7][C:8]2[O:9][C:10]3[CH:16]=[CH:15][C:14]([C:17]4[N:18]=[CH:19][C:20]([C:23]([N:25]5[CH2:30][CH2:29][O:28][CH2:27][CH2:26]5)=[O:24])=[CH:21][CH:22]=4)=[CH:13][C:11]=3[CH:12]=2)[CH2:36][CH2:35][O:34][CH2:33][CH2:32]1. Procedure details: The product from Example 44E and morpholine were processed as described in Example 1D to provide the titled compound. 1H NMR (300 MHz, CD3OD) δ 8.70 (m, 1H), 8.24 (d, J=1.8 Hz, 1H), 7.95 (m, 3H), 7.58 (d, J=8.7 Hz, 1H), 6.82 (s, 1H), 3.3-4.1 (m, 16H), 3.37 (t, J=7.5 Hz, 4H); MS (DCI) m/z 422 (M+H)+;